This data is from the Open Reaction Database (ORD), a public repository of structured organic reaction records. The task is: describe an organic reaction: reactants, conditions, products, and yield The reactants are CCOCC, O, BrP(Br)Br, OC(c1ccccc1)c1cccc2ccccc12. The product is BrC(c1ccccc1)c1cccc2ccccc12. RXN SMILES: [CH3:24][CH2:25][O:26][CH2:27][CH3:28].[OH2:23].[P:19]([Br:20])([Br:21])[Br:22].[c:1]1([CH:11]([OH:12])[c:13]2[cH:14][cH:15][cH:16][cH:17][cH:18]2)[cH:2][cH:3][cH:4][c:5]2[cH:6][cH:7][cH:8][cH:9][c:10]12>>[c:1]1([CH:11]([c:13]2[cH:14][cH:15][cH:16][cH:17][cH:18]2)[Br:20])[cH:2][cH:3][cH:4][c:5]2[cH:6][cH:7][cH:8][cH:9][c:10]12. Starting materials: O=C([O-])[O-], CC#N, CC(C)OP(=O)(COC(C)COS(C)(=O)=O)OC(C)C, [Cs+], [Cs+], Nc1nc(Cl)c2[nH]cnc2n1. Product: CC(C)OP(=O)(COC(C)Cn1cnc2c(Cl)nc(N)nc21)OC(C)C. RXN SMILES: [C:32](=[O:33])([O-:34])[O-:35].[CH3:38][C:39]#[N:40].[CH:1]([CH3:2])([CH3:3])[O:4][P:5](=[O:6])([O:7][CH:8]([CH3:9])[CH3:10])[CH2:11][O:12][CH:13]([CH2:14][O:15][S:16]([CH3:17])(=[O:18])=[O:19])[CH3:20].[Cs+:36].[Cs+:37].[NH2:21][c:22]1[n:23][c:24]([Cl:31])[c:25]2[nH:26][cH:27][n:28][c:29]2[n:30]1>>[CH:1]([CH3:2])([CH3:3])[O:4][P:5](=[O:6])([O:7][CH:8]([CH3:9])[CH3:10])[CH2:11][O:12][CH:13]([CH2:14][n:28]1[cH:27][n:26][c:25]2[c:24]([Cl:31])[n:23][c:22]([NH2:21])[n:30][c:29]21)[CH3:20].